Dataset: the Open Reaction Database (ORD), a public repository of structured organic reaction records. Task: describe an organic reaction: reactants, conditions, products, and yield The product is COC=1C=C(C=CC1OC)S(=O)CCCCCCOC=1C=CC2=C(C(OC(N2)=O)(C)C)C1 (6-[6-(3,4-Dimethoxy-phenylsulfinyl)-hexyloxy]-4,4-dimethyl-4H-3,1-benzoxazin-2-one). Reactants: COC=1C=C(C=CC1OC)SCCCCCCOC=1C=CC2=C(C(OC(N2)=O)(C)C)C1 (6-[6-(3,4-dimethoxy-phenylmercapto)-hexyloxy]-4,4-dimethyl-4H-3,1-benzoxazin-2-one), OO (hydrogen peroxide). RXN SMILES: [CH3:1][O:2][C:3]1[CH:4]=[C:5]([S:11][CH2:12][CH2:13][CH2:14][CH2:15][CH2:16][CH2:17][O:18][C:19]2[CH:20]=[CH:21][C:22]3[NH:27][C:26](=[O:28])[O:25][C:24]([CH3:30])([CH3:29])[C:23]=3[CH:31]=2)[CH:6]=[CH:7][C:8]=1[O:9][CH3:10].[OH:32]O>>[CH3:1][O:2][C:3]1[CH:4]=[C:5]([S:11]([CH2:12][CH2:13][CH2:14][CH2:15][CH2:16][CH2:17][O:18][C:19]2[CH:20]=[CH:21][C:22]3[NH:27][C:26](=[O:28])[O:25][C:24]([CH3:29])([CH3:30])[C:23]=3[CH:31]=2)=[O:32])[CH:6]=[CH:7][C:8]=1[O:9][CH3:10]. Procedure details: Prepared analogously to Example 2 from 6-[6-(3,4-dimethoxy-phenylmercapto)-hexyloxy]-4,4-dimethyl-4H-3,1-benzoxazin-2-one and hydrogen peroxide. Reactants: O=C(NCCCC1CC1)c1ccc(N2CCNCC2)nn1, O=C(Cl)c1cc(F)ccc1C(F)(F)F. Yields the product O=C(NCCCC1CC1)c1ccc(N2CCN(C(=O)c3cc(F)ccc3C(F)(F)F)CC2)nn1. Reaction SMILES: [CH:15]1([CH2:18][CH2:19][CH2:20][NH:21][C:22](=[O:23])[c:24]2[n:25][n:26][c:27]([N:30]3[CH2:31][CH2:32][NH:33][CH2:34][CH2:35]3)[cH:28][cH:29]2)[CH2:16][CH2:17]1.[F:1][c:2]1[cH:3][cH:4][c:5]([C:11]([F:12])([F:13])[F:14])[c:6]([C:7](=[O:8])[Cl:9])[cH:10]1>>[F:1][c:2]1[cH:3][cH:4][c:5]([C:11]([F:12])([F:13])[F:14])[c:6]([C:7](=[O:8])[N:33]2[CH2:32][CH2:31][N:30]([c:27]3[n:26][n:25][c:24]([C:22]([NH:21][CH2:20][CH2:19][CH2:18][CH:15]4[CH2:16][CH2:17]4)=[O:23])[cH:29][cH:28]3)[CH2:35][CH2:34]2)[cH:10]1. Starting materials: O=C([O-])[O-], C1COCCO1, COC(=O)C1CNC(=O)N1C, [Cs+], [Cs+], CC(C)(C)OC(=O)N1CC=C(OS(=O)(=O)C(F)(F)F)CC1, O=C(C=Cc1ccccc1)C=Cc1ccccc1, O=C(C=Cc1ccccc1)C=Cc1ccccc1, O=C(C=Cc1ccccc1)C=Cc1ccccc1, [Pd], [Pd]. Product: COC(=O)C1CN(C2=CCN(C(=O)OC(C)(C)C)CC2)C(=O)N1C. As a reaction SMILES: [C:33](=[O:34])([O-:35])[O-:36].[CH2:39]1[O:40][CH2:41][CH2:42][O:43][CH2:44]1.[CH3:22][N:23]1[C:24](=[O:32])[NH:25][CH2:26][CH:27]1[C:28](=[O:29])[O:30][CH3:31].[Cs+:37].[Cs+:38].[F:1][C:2]([F:3])([F:4])[S:5]([O:6][C:7]1=[CH:12][CH2:11][N:10]([C:13](=[O:14])[O:15][C:16]([CH3:17])([CH3:18])[CH3:19])[CH2:9][CH2:8]1)(=[O:20])=[O:21].[O:47]=[C:48]([CH:49]=[CH:50][c:51]1[cH:52][cH:53][cH:54][cH:55][cH:56]1)[CH:57]=[CH:58][c:59]1[cH:60][cH:61][cH:62][cH:63][cH:64]1.[O:65]=[C:66]([CH:67]=[CH:68][c:69]1[cH:70][cH:71][cH:72][cH:73][cH:74]1)[CH:75]=[CH:76][c:77]1[cH:78][cH:79][cH:80][cH:81][cH:82]1.[O:83]=[C:84]([CH:85]=[CH:86][c:87]1[cH:88][cH:89][cH:90][cH:91][cH:92]1)[CH:93]=[CH:94][c:95]1[cH:96][cH:97][cH:98][cH:99][cH:100]1.[Pd:45].[Pd:46]>>[C:7]1([N:25]2[C:24](=[O:32])[N:23]([CH3:22])[CH:27]([C:28](=[O:29])[O:30][CH3:31])[CH2:26]2)=[CH:12][CH2:11][N:10]([C:13](=[O:14])[O:15][C:16]([CH3:17])([CH3:18])[CH3:19])[CH2:9][CH2:8]1. The reactants are COc1cc(N2CCC(N3CCN(S(C)(=O)=O)CC3)CC2)ccc1N, C[O-], CO, CCCCCC, O=C(Nc1c(F)cccc1F)c1cccc(-c2nc3cc(F)ccn3c2-c2ccnc(Cl)n2)c1, ClCCl, Cl, [Na+], C1COCCO1, OCC(F)(F)F. Product: COc1cc(N2CCC(N3CCN(S(C)(=O)=O)CC3)CC2)ccc1Nc1nccc(-c2c(-c3cccc(C(=O)Nc4c(F)cccc4F)c3)nc3cc(F)ccn23)n1. As a reaction SMILES: [CH3:35][O:36][c:37]1[c:38]([NH2:39])[cH:40][cH:41][c:42]([N:44]2[CH2:45][CH2:46][CH:47]([N:50]3[CH2:51][CH2:52][N:53]([S:56](=[O:57])(=[O:58])[CH3:59])[CH2:54][CH2:55]3)[CH2:48][CH2:49]2)[cH:43]1.[CH3:67][O-:68].[CH3:76][OH:77].[CH3:81][CH2:82][CH2:83][CH2:84][CH2:85][CH3:86].[Cl:1][c:2]1[n:3][cH:4][cH:5][c:6](-[c:8]2[c:9](-[c:18]3[cH:19][c:20]([C:21](=[O:22])[NH:23][c:24]4[c:25]([F:31])[cH:26][cH:27][cH:28][c:29]4[F:30])[cH:32][cH:33][cH:34]3)[n:10][c:11]3[n:12]2[cH:13][cH:14][c:15]([F:17])[cH:16]3)[n:7]1.[Cl:78][CH2:79][Cl:80].[ClH:60].[Na+:69].[O:61]1[CH2:62][CH2:63][O:64][CH2:65][CH2:66]1.[OH:70][CH2:71][C:72]([F:73])([F:74])[F:75]>>[c:2]1([NH:39][c:38]2[c:37]([O:36][CH3:35])[cH:43][c:42]([N:44]3[CH2:45][CH2:46][CH:47]([N:50]4[CH2:51][CH2:52][N:53]([S:56](=[O:57])(=[O:58])[CH3:59])[CH2:54][CH2:55]4)[CH2:48][CH2:49]3)[cH:41][cH:40]2)[n:3][cH:4][cH:5][c:6](-[c:8]2[c:9](-[c:18]3[cH:19][c:20]([C:21](=[O:22])[NH:23][c:24]4[c:25]([F:31])[cH:26][cH:27][cH:28][c:29]4[F:30])[cH:32][cH:33][cH:34]3)[n:10][c:11]3[n:12]2[cH:13][cH:14][c:15]([F:17])[cH:16]3)[n:7]1.